Dataset: the Open Reaction Database (ORD), a public repository of structured organic reaction records. Task: describe an organic reaction: reactants, conditions, products, and yield Product: SCC1(C(N(CC1)[C@H](C(=O)O)C)=O)C ((αS)-3-(mercaptomethyl)-α,3-dimethyl-2-oxo-1-pyrrolidineacetic acid). The solvent is CO (methanol). Reported procedure: Two grams of (αS)-3-(benzylmercaptomethyl)α,3-dimethyl-2-oxo-1-pyrrolidineacetic acid were dissolved in about 15 ml. of tetrahydrofuran. This solution was then added to liquid ammonia. Small pieces of sodium metal were added until a blue color persisted. The reaction was then quenched by the addition of about two grams of ammonium chloride. The ammonia was evaporated and water was added to the residue. The slurry was made acidic with hydrochloric acid, saturated with sodium chloride and the acid... Starting materials: C(C1=CC=CC=C1)SCC1(C(N(CC1)[C@H](C(=O)O)C)=O)C ((αS)-3-(benzylmercaptomethyl)α,3-dimethyl-2-oxo-1-pyrrolidineacetic acid), [Na] (sodium), O1CCCC1 (tetrahydrofuran), N (ammonia). RXN SMILES: C([S:8][CH2:9][C:10]1([CH3:21])[CH2:14][CH2:13][N:12]([C@@H:15]([CH3:19])[C:16]([OH:18])=[O:17])[C:11]1=[O:20])C1C=CC=CC=1.O1CCCC1.N.[Na]>CO>[SH:8][CH2:9][C:10]1([CH3:21])[CH2:14][CH2:13][N:12]([C@@H:15]([CH3:19])[C:16]([OH:18])=[O:17])[C:11]1=[O:20] |^1:27|. The reactants are BrBr, ClCCl, Cc1cccc(-c2cc(Cl)cs2)n1. Yields the product Cc1cccc(-c2cc(Cl)c(Br)s2)n1. Reaction SMILES: [Br:14][Br:15].[Cl:16][CH2:17][Cl:18].[Cl:1][c:2]1[cH:3][c:4](-[c:7]2[n:8][c:9]([CH3:13])[cH:10][cH:11][cH:12]2)[s:5][cH:6]1>>[Cl:1][c:2]1[cH:3][c:4](-[c:7]2[n:8][c:9]([CH3:13])[cH:10][cH:11][cH:12]2)[s:5][c:6]1[Br:14]. Reagents/catalysts: C([O-])([O-])=O.[Ag+2] (silver carbonate). Yields the product BrC1=C(C(=NC(=C1)OCC1=CC=CC=C1)C)C (4-Bromo-2,3-dimethyl-6-[(phenylmethyl)oxy]pyridine). Reported procedure: 4-Bromo-5,6-dimethyl-2(1H)-pyridinone (1 eq.), prepared according to the procedure described by McElroy, W. T.; DeShong, P. Organic Letters 2003, 5, 4779-4782, was suspended in benzene (0.13 M). To this was then added silver carbonate (0.6 eq.) and benzyl bromide (1.2 eq.) before the suspension was heated at 45° C. for 3 days in the dark. The reaction suspension was cooled to RT, diluted with benzene and filtered through a bed of celite. The filtrate was washed with sat. aq. NaHCO3, dried over N... Solvent: C1=CC=CC=C1 (benzene), C1=CC=CC=C1 (benzene). Reactants: BrC1=CC(NC(=C1C)C)=O (4-Bromo-5,6-dimethyl-2(1H)-pyridinone), C(C1=CC=CC=C1)Br (benzyl bromide). Reaction SMILES: [Br:1][C:2]1[C:7]([CH3:8])=[C:6]([CH3:9])[NH:5][C:4](=[O:10])[CH:3]=1.[CH2:11](Br)[C:12]1[CH:17]=[CH:16][CH:15]=[CH:14][CH:13]=1>C1C=CC=CC=1.C(=O)([O-])[O-].[Ag+2]>[Br:1][C:2]1[CH:3]=[C:4]([O:10][CH2:11][C:12]2[CH:17]=[CH:16][CH:15]=[CH:14][CH:13]=2)[N:5]=[C:6]([CH3:9])[C:7]=1[CH3:8] |f:3.4|.